describe an organic reaction: reactants, conditions, products, and yield From a dataset of the Open Reaction Database (ORD), a public repository of structured organic reaction records. The reactants are [Si](C)(C)(C(C)(C)C)OC1=CC=C(C=C1)C1=CC(=CC(=C1OC)OC)CC=1C(=NC(=NC1)N)N (5-(4'-t-butyl-dimethylsilyloxy-5,6-dimethoxybiphenyl-3-ylmethyl)-pyrimidine-2,4-diamine), O.O.O.[F-].C(CCC)[N+](CCCC)(CCCC)CCCC (tetrabutylammonium fluoride trihydrate). Run in O1CCCC1 (tetrahydrofuran). Conditions: time 1 hour. Yields the product OC1=CC=C(C=C1)C1=CC(=CC(=C1OC)OC)CC=1C(=NC(=NC1)N)N (5-(4'-hydroxy-5,6-dimethoxy-biphenyl-3-ylmethyl)-pyrimidine-2,4-diamine). The yield is 36.2%. As a reaction SMILES: [Si]([O:8][C:9]1[CH:14]=[CH:13][C:12]([C:15]2[C:20]([O:21][CH3:22])=[C:19]([O:23][CH3:24])[CH:18]=[C:17]([CH2:25][C:26]3[C:27]([NH2:33])=[N:28][C:29]([NH2:32])=[N:30][CH:31]=3)[CH:16]=2)=[CH:11][CH:10]=1)(C(C)(C)C)(C)C.O.O.O.[F-].C([N+](CCCC)(CCCC)CCCC)CCC>O1CCCC1>[OH:8][C:9]1[CH:14]=[CH:13][C:12]([C:15]2[C:20]([O:21][CH3:22])=[C:19]([O:23][CH3:24])[CH:18]=[C:17]([CH2:25][C:26]3[C:27]([NH2:33])=[N:28][C:29]([NH2:32])=[N:30][CH:31]=3)[CH:16]=2)=[CH:11][CH:10]=1 |f:1.2.3.4.5|. Procedure details: 267 mg of 5-(4'-t-butyl-dimethylsilyloxy-5,6-dimethoxybiphenyl-3-ylmethyl)-pyrimidine-2,4-diamine (Example 2f)) are dissolved in 6 ml of tetrahydrofuran and treated with 361 mg of tetrabutylammonium fluoride trihydrate. The mixture is stirred at room temperature for 1hr. and subsequently concentrated. The residue is chromatographed on MCl-Gel CHP20P (Mitsubishi Corporation) with water/acetonitrile 4:1. 73 mg (36%) of 5-(4'-hydroxy-5,6-dimethoxy-biphenyl-3-ylmethyl)-pyrimidine-2,4-diamine are iso... The reactants are C(CCCC)(=O)OC[C@H]1[C@@H](CCCCC(C)C)O1 ((-)-(2S, 3R)-1-valeroxy-2,3-epoxy-8-methylnonane), [OH-].[K+].CO (potassium hydroxide methanol). Product: O1[C@@H](CO)[C@H]1CCCCC(C)C ((-)-(2S, 3R)-2,3-epoxy-8-methyl-1-nonanol). Yield: 90.1%. As a reaction SMILES: C([O:7][CH2:8][C@@H:9]1[O:18][C@@H:10]1[CH2:11][CH2:12][CH2:13][CH2:14][CH:15]([CH3:17])[CH3:16])(=O)CCCC.[OH-].[K+].CO>>[O:18]1[C@H:10]([CH2:11][CH2:12][CH2:13][CH2:14][CH:15]([CH3:17])[CH3:16])[C@@H:9]1[CH2:8][OH:7] |f:1.2.3|. Reported procedure: 3.8 g of (-)-(2S, 3R)-1-valeroxy-2,3-epoxy-8-methylnonane was hydrolyzed with potassium hydroxide/methanol to yield 2.3 g of (-)-(2S, 3R)-2,3-epoxy-8-methyl-1-nonanol. Starting materials: C(=C)Br (Vinyl bromide), [Mg] (magnesium), ClC1=C(OC=2C=C3C(OC(=O)C3=CC2)(C)O)C=CC(=C1)C(F)(F)F (5-(2-chloro-4-trifluoromethylphenoxy)-3-hydroxy-3-methylphthalide), Cl (hydrochloric acid), [Mg] (magnesium). Solvent: C1CCOC1 (THF), C1CCOC1 (THF), C1CCOC1 (THF). Reaction conditions: temperature 0 celsius, time 30 minute. Yields the product ClC1=C(OC=2C=C3C(OC(=O)C3=CC2)(C=C)C)C=CC(=C1)C(F)(F)F (5-(2-chloro-4-trifluromethylphenoxy)-3-methyl-3-vinyl phthalide). As a reaction SMILES: [CH:1](Br)=[CH2:2].[Mg].Cl[C:6]1[CH:24]=[C:23]([C:25]([F:28])([F:27])[F:26])[CH:22]=[CH:21][C:7]=1[O:8][C:9]1[CH:10]=[C:11]2[C:16](=[CH:17][CH:18]=1)[C:14](=[O:15])[O:13][C:12]2(O)[CH3:19].[ClH:29]>C1COCC1>[Cl:29][C:6]1[CH:24]=[C:23]([C:25]([F:26])([F:27])[F:28])[CH:22]=[CH:21][C:7]=1[O:8][C:9]1[CH:10]=[C:11]2[C:16](=[CH:17][CH:18]=1)[C:14](=[O:15])[O:13][C:12]2([CH3:19])[CH:1]=[CH2:2]. Procedure details: Vinyl bromide (112.4 g, 1.05 mol) in THF (500 ml) was added to magnesium (24 g, 1.0 mol) in THF (500 ml) under a nitrogen blanket over 1 hour. The temperature was maintained below 60° during addition and stirring continued for a further 30 minutes during which all the magnesium dissolved. The reaction mixture was cooled to 0° C. and then a solution of 5-(2-chloro-4-trifluoromethylphenoxy)-3-hydroxy-3-methylphthalide, prepared as described in Example 2, (119.5 g, 0.33 mol) in THF (500 ml) was run... Reactants: C(C=C)N(C)CCCCCC=1C=C2C=CNC2=CC1 (Allyl-[5-(1H-indol-5-yl)-pentyl]-methyl-amine), BrC1=C(C=CC=C1)F (1-bromo-2-fluoro-benzene). Product: C(C=C)N(C)CCCCCC=1C=C2C=CN(C2=CC1)C1=C(C=CC=C1)Br (Allyl-{5-[1-(2-bromo-phenyl)-1H-indol-5-yl]-pentyl}-methyl-amine). Reaction SMILES: [CH2:1]([N:4]([CH2:6][CH2:7][CH2:8][CH2:9][CH2:10][C:11]1[CH:12]=[C:13]2[C:17](=[CH:18][CH:19]=1)[NH:16][CH:15]=[CH:14]2)[CH3:5])[CH:2]=[CH2:3].[Br:20][C:21]1[CH:26]=[CH:25][CH:24]=[CH:23][C:22]=1F>>[CH2:1]([N:4]([CH2:6][CH2:7][CH2:8][CH2:9][CH2:10][C:11]1[CH:12]=[C:13]2[C:17](=[CH:18][CH:19]=1)[N:16]([C:22]1[CH:23]=[CH:24][CH:25]=[CH:26][C:21]=1[Br:20])[CH:15]=[CH:14]2)[CH3:5])[CH:2]=[CH2:3]. Procedure details: In analogy to example 4.6, Allyl-[5-(1H-indol-5-yl)-pentyl]-methyl-amine and 1-bromo-2-fluoro-benzene were converted to yield Allyl-{5-[1-(2-bromo-phenyl)-1H-indol-5-yl]-pentyl}-methyl-amine as yellow oil, MS: 411 (MH+, 1Br). The reactants are CN(C(OC(C)(C)C)=O)C1CCNCC1 (tert-butyl methyl(piperidin-4-yl)carbamate), C(OCC1=CC(=CC(=C1)Cl)Cl)(=O)Cl (3,5-dichlorobenzyl carbonochloridate), C([O-])(O)=O.[Na+] (sodium bicarbonate). Solvent: C(Cl)Cl (DCM). The product is C(C)(C)(C)OC(=O)N(C1CCN(CC1)C(=O)OCC1=CC(=CC(=C1)Cl)Cl)C (3,5-Dichlorobenzyl 4-((tert-butoxycarbonyl)(methyl)amino)piperidine-1-carboxylate). RXN SMILES: [CH3:1][N:2]([CH:10]1[CH2:15][CH2:14][NH:13][CH2:12][CH2:11]1)[C:3](=[O:9])[O:4][C:5]([CH3:8])([CH3:7])[CH3:6].[C:16](Cl)(=[O:27])[O:17][CH2:18][C:19]1[CH:24]=[C:23]([Cl:25])[CH:22]=[C:21]([Cl:26])[CH:20]=1.C(=O)(O)[O-].[Na+]>C(Cl)Cl>[C:5]([O:4][C:3]([N:2]([CH3:1])[CH:10]1[CH2:11][CH2:12][N:13]([C:16]([O:17][CH2:18][C:19]2[CH:20]=[C:21]([Cl:26])[CH:22]=[C:23]([Cl:25])[CH:24]=2)=[O:27])[CH2:14][CH2:15]1)=[O:9])([CH3:8])([CH3:6])[CH3:7] |f:2.3|. Procedure details: A solution of tert-butyl methyl(piperidin-4-yl)carbamate (1.25 g, 5.83 mmol), 3,5-dichlorobenzyl carbonochloridate (1.537 g, 6.42 mmol) and sat. sodium bicarbonate (0.583 ml, 5.83 mmol) in DCM (15 ml) was stirred at RT for 72 hrs. The resulting mixture was extracted with DCM and the combined organic extracts were dried over MgSO4, filtered and concentrated under pressure to afford the title compound which was used without further purification. Reactants: BrC(Br)(Br)Br (tetrabromomethane), OC1=CC=C(C=C1)CCCO (3-(4-hydroxyphenyl)-1-propanol), O (water). Solvent: ClCCl (dichloromethane), ClCCl (dichloromethane). Run at time 8 hour. Product: OC1=CC=C(C=C1)CCCBr (1-(4′-hydroxyphenyl)-3-bromopropane). RXN SMILES: [OH:1][C:2]1[CH:7]=[CH:6][C:5]([CH2:8][CH2:9][CH2:10]O)=[CH:4][CH:3]=1.[Br:12]C(Br)(Br)Br.O>ClCCl>[OH:1][C:2]1[CH:7]=[CH:6][C:5]([CH2:8][CH2:9][CH2:10][Br:12])=[CH:4][CH:3]=1. Reported procedure: To a solution of 3-(4-hydroxyphenyl)-1-propanol 3A (4.0 g) and tripohenylphosphine (7.96 g) in anhydrous dichloromethane (77 mL), cooled to 0° C., is added, dropwise, a solution of tetrabromomethane (9.59 g) in anhydrous dichloromethane (15.4 mL). The reaction mixture gradually warmed to room temperature and allowed to stir overnight. The solution is then poured into water and extracted with ethyl acetate. The combined organic layers are washed with brine and dried over magnesium sulfate. The so...